The task is: describe an organic reaction: reactants, conditions, products, and yield. This data is from the Open Reaction Database (ORD), a public repository of structured organic reaction records. Starting materials: C1(=CC=CC=C1)S(=O)(=O)C1=CC=C(C=C1)C1=C(C=CC(=C1)Cl)OCC1=CC=CC=C1 (2′-(Benzyloxy)-5′-chlorobiphenyl-4-yl phenyl sulfone), B(Br)(Br)Br (boron tribromide). Run in C(Cl)Cl (DCM), C(Cl)Cl (DCM). Run at time 1 hour. Yields the product ClC1=CC=C(C(=C1)C1=CC=C(C=C1)S(=O)(=O)C1=CC=CC=C1)O (5-Chloro-4′-(phenylsulfonyl)biphenyl-2-ol). Reaction SMILES: [C:1]1([S:7]([C:10]2[CH:15]=[CH:14][C:13]([C:16]3[CH:21]=[C:20]([Cl:22])[CH:19]=[CH:18][C:17]=3[O:23]CC3C=CC=CC=3)=[CH:12][CH:11]=2)(=[O:9])=[O:8])[CH:6]=[CH:5][CH:4]=[CH:3][CH:2]=1.B(Br)(Br)Br>C(Cl)Cl>[Cl:22][C:20]1[CH:21]=[C:16]([C:13]2[CH:12]=[CH:11][C:10]([S:7]([C:1]3[CH:6]=[CH:5][CH:4]=[CH:3][CH:2]=3)(=[O:9])=[O:8])=[CH:15][CH:14]=2)[C:17]([OH:23])=[CH:18][CH:19]=1. Procedure: The product from example 1 step (i) (0.9 g) was treated with 1.0M boron tribromide in DCM (3.10 ml) in dry DCM (20 ml) and stirred at room temperature for 1 hour. The mixture was quenched in ice water and extracted with DCM, dried (MgSO4) and concentrated under reduced pressure to give the sub-title compound, yield 0.9 g The reactants are COC(COC1=C2CCCC2=C(C=C1)S)=O ((7-Mercapto-indan-4-yloxy)-acetic acid methyl ester), ClCC1=CC=C(C=C1)C1=CC=C(C=C1)C(F)(F)F (4-Chloromethyl-4′-trifluoromethyl-biphenyl). Product: FC(C1=CC=C(C=C1)C1=CC=C(C=C1)CSC=1C=CC(=C2CCCC12)OCC(=O)O)(F)F ([7-(4′-Trifluoromethyl-biphenyl-4-ylmethylsulfanyl)-indan-4-yloxy]-acetic acid). As a reaction SMILES: C[O:2][C:3](=[O:16])[CH2:4][O:5][C:6]1[CH:14]=[CH:13][C:12]([SH:15])=[C:11]2[C:7]=1[CH2:8][CH2:9][CH2:10]2.Cl[CH2:18][C:19]1[CH:24]=[CH:23][C:22]([C:25]2[CH:30]=[CH:29][C:28]([C:31]([F:34])([F:33])[F:32])=[CH:27][CH:26]=2)=[CH:21][CH:20]=1>>[F:32][C:31]([F:33])([F:34])[C:28]1[CH:27]=[CH:26][C:25]([C:22]2[CH:23]=[CH:24][C:19]([CH2:18][S:15][C:12]3[CH:13]=[CH:14][C:6]([O:5][CH2:4][C:3]([OH:2])=[O:16])=[C:7]4[C:11]=3[CH2:10][CH2:9][CH2:8]4)=[CH:20][CH:21]=2)=[CH:30][CH:29]=1. Procedure details: The title compound was prepared in the manner analogous to Example 1F using 12C and 3B. MS m/z 473 (M+1). The reactants are Cc1cc(F)ccc1Br, [K+], O=[N+]([O-])[O-], O, O=S(=O)(O)O. The product is Cc1cc(F)c([N+](=O)[O-])cc1Br. RXN SMILES: [Br:1][c:2]1[c:3]([CH3:9])[cH:4][c:5]([F:8])[cH:6][cH:7]1.[K+:19].[N+:15](=[O:16])([O-:17])[O-:18].[OH2:20].[S:10](=[O:11])(=[O:12])([OH:13])[OH:14]>>[Br:1][c:2]1[c:3]([CH3:9])[cH:4][c:5]([F:8])[c:6]([N+:15](=[O:16])[O-:17])[cH:7]1. Reactants: BrC=1C=C2C(=NNC(C2=CC1)=O)Cl (6-bromo-4-chloro-2H-phthalazin-1-one), COC=1C=C(CN)C=C(C1)OC (3,5-dimethoxybenzylamine), C=1C=CC(=CC1)P(C=2C=CC=CC2)C3=CC=C4C=CC=CC4=C3C5=C6C=CC=CC6=CC=C5P(C=7C=CC=CC7)C=8C=CC=CC8 (rac-BINAP), CC(C)(C)[O-].[Na+] (NaOt-Bu). Reagents/catalysts: C=1C=CC(=CC1)/C=C/C(=O)/C=C/C2=CC=CC=C2.C=1C=CC(=CC1)/C=C/C(=O)/C=C/C2=CC=CC=C2.C=1C=CC(=CC1)/C=C/C(=O)/C=C/C2=CC=CC=C2.[Pd].[Pd] (Pd2(dba)3). Run in CC(=O)N(C)C (DMA), CCOC(=O)C (EtOAc). The product is ClC1=NNC(C2=CC=C(C=C12)NCC1=CC(=CC(=C1)OC)OC)=O (4-chloro-6-(3,5-dimethoxy-benzylamino)-2H-phthalazin-1-one). Yield: 2.1%. As a reaction SMILES: Br[C:2]1[CH:3]=[C:4]2[C:9](=[CH:10][CH:11]=1)[C:8](=[O:12])[NH:7][N:6]=[C:5]2[Cl:13].[CH3:14][O:15][C:16]1[CH:17]=[C:18]([CH:21]=[C:22]([O:24][CH3:25])[CH:23]=1)[CH2:19][NH2:20].C1C=CC(P(C2C(C3C(P(C4C=CC=CC=4)C4C=CC=CC=4)=CC=C4C=3C=CC=C4)=C3C(C=CC=C3)=CC=2)C2C=CC=CC=2)=CC=1.CC([O-])(C)C.[Na+]>CC(N(C)C)=O.CCOC(C)=O.C1C=CC(/C=C/C(/C=C/C2C=CC=CC=2)=O)=CC=1.C1C=CC(/C=C/C(/C=C/C2C=CC=CC=2)=O)=CC=1.C1C=CC(/C=C/C(/C=C/C2C=CC=CC=2)=O)=CC=1.[Pd].[Pd]>[Cl:13][C:5]1[C:4]2[C:9](=[CH:10][CH:11]=[C:2]([NH:20][CH2:19][C:18]3[CH:21]=[C:22]([O:24][CH3:25])[CH:23]=[C:16]([O:15][CH3:14])[CH:17]=3)[CH:3]=2)[C:8](=[O:12])[NH:7][N:6]=1 |f:3.4,7.8.9.10.11|. Reported procedure: A mixture 6-bromo-4-chloro-2H-phthalazin-1-one (105 mg, 0.405 mmol), 3,5-dimethoxybenzylamine (0.64 mL, 0.424 mmol), Pd2(dba)3 (25 mg, 0.027 mmol), rac-BINAP (78 mg, 0.125 mmol) and NaOt-Bu (92 mg, 0.963 mmol) in DMA (6 mL) was heated at 80° C. for 45 minutes. The mixture was allowed to cool, diluted with EtOAc and washed with water. The organic layer was washed with sat.aq. NaHCO3, brine and dried (Na2SO4). Chromatography on silica (EtOAc/hexanes) afforded 4-chloro-6-(3,5-dimethoxy-benzylamino)... The reactants are [Li]c1ccc(OC)cc1OCc1ccccc1, COc1ccc(Br)c(OCc2ccccc2)c1, C1CCOC1, [Li]CCCC, O=C1OC(=O)c2ncccc21. The product is COc1ccc(C(=O)c2ncccc2C(=O)O)c(OCc2ccccc2)c1. As a reaction SMILES: [CH2:12]([c:13]1[cH:14][cH:15][cH:16][cH:17][cH:18]1)[O:19][c:20]1[c:21]([Li:28])[cH:22][cH:23][c:24]([O:26][CH3:27])[cH:25]1.[CH2:29]([O:30][c:31]1[cH:32][c:33]([O:34][CH3:35])[cH:36][cH:37][c:38]1[Br:39])[c:40]1[cH:41][cH:42][cH:43][cH:44][cH:45]1.[CH2:51]1[O:52][CH2:53][CH2:54][CH2:55]1.[CH3:46][CH2:47][CH2:48][CH2:49][Li:50].[n:1]1[c:2]2[c:3]([cH:4][cH:5][cH:6]1)[C:7](=[O:8])[O:9][C:10]2=[O:11]>>[n:1]1[c:2]([C:10](=[O:11])[c:21]2[c:20]([O:19][CH2:12][c:13]3[cH:14][cH:15][cH:16][cH:17][cH:18]3)[cH:25][c:24]([O:26][CH3:27])[cH:23][cH:22]2)[c:3]([C:7](=[O:8])[OH:9])[cH:4][cH:5][cH:6]1. Reactants: C(C)(C)OC=1C=C(C(=O)O)C=C(C1)OC1=CC=C(C=C1)S(=O)(=O)C (3-isopropoxy-5-(4-methanesulfonyl-phenoxy)-benzoic acid), C(C)OP(OCC)(=O)CNC(=O)C=1N=C(SC1)N ({[(2-amino-thiazole-4-carbonyl)-amino]-methyl}-phosphonic acid diethyl ester). Yields the product C(C)OP(OCC)(=O)CNC(=O)C=1N=C(SC1)NC(C1=CC(=CC(=C1)OC1=CC=C(C=C1)S(=O)(=O)C)OC(C)C)=O ([({2-[3-isopropoxy-5-(4-methanesulfonyl-phenoxy)-benzoylamino]-thiazole-4-carbonyl}-amino)-methyl]-phosphonic acid diethyl ester). Reaction SMILES: [CH:1]([O:4][C:5]1[CH:6]=[C:7]([CH:11]=[C:12]([O:14][C:15]2[CH:20]=[CH:19][C:18]([S:21]([CH3:24])(=[O:23])=[O:22])=[CH:17][CH:16]=2)[CH:13]=1)[C:8]([OH:10])=O)([CH3:3])[CH3:2].[CH2:25]([O:27][P:28]([CH2:33][NH:34][C:35]([C:37]1[N:38]=[C:39]([NH2:42])[S:40][CH:41]=1)=[O:36])(=[O:32])[O:29][CH2:30][CH3:31])[CH3:26]>>[CH2:25]([O:27][P:28]([CH2:33][NH:34][C:35]([C:37]1[N:38]=[C:39]([NH:42][C:8](=[O:10])[C:7]2[CH:11]=[C:12]([O:14][C:15]3[CH:16]=[CH:17][C:18]([S:21]([CH3:24])(=[O:22])=[O:23])=[CH:19][CH:20]=3)[CH:13]=[C:5]([O:4][CH:1]([CH3:2])[CH3:3])[CH:6]=2)[S:40][CH:41]=1)=[O:36])(=[O:32])[O:29][CH2:30][CH3:31])[CH3:26]. Procedure: The above prepared 3-isopropoxy-5-(4-methanesulfonyl-phenoxy)-benzoic acid is coupled with {[(2-amino-thiazole-4-carbonyl)-amino]-methyl}-phosphonic acid diethyl ester following the procedure described in Example 1, Step D to give [({2-[3-isopropoxy-5-(4-methanesulfonyl-phenoxy)-benzoylamino]-thiazole-4-carbonyl}-amino)-methyl]-phosphonic acid diethyl ester. Reactants: CC1Cc2ccc(C3CCNCC3)cc2CN1c1cc(N2CCN(C)CC2)nc(N)n1, Cl, CC(C)N=C=O. Product: CC(C)NC(=O)N1CCC(c2ccc3c(c2)CN(c2cc(N4CCN(C)CC4)nc(N)n2)C(C)C3)CC1. Reaction SMILES: [CH3:1][N:2]1[CH2:3][CH2:4][N:5]([c:8]2[n:9][c:10]([NH2:31])[n:11][c:12]([N:14]3[CH2:15][c:16]4[cH:17][c:18]([CH:25]5[CH2:26][CH2:27][NH:28][CH2:29][CH2:30]5)[cH:19][cH:20][c:21]4[CH2:22][CH:23]3[CH3:24])[cH:13]2)[CH2:6][CH2:7]1.[ClH:32].[N:33](=[C:34]=[O:35])[CH:36]([CH3:37])[CH3:38]>>[CH3:1][N:2]1[CH2:3][CH2:4][N:5]([c:8]2[n:9][c:10]([NH2:31])[n:11][c:12]([N:14]3[CH2:15][c:16]4[cH:17][c:18]([CH:25]5[CH2:26][CH2:27][N:28]([C:34]([NH:33][CH:36]([CH3:37])[CH3:38])=[O:35])[CH2:29][CH2:30]5)[cH:19][cH:20][c:21]4[CH2:22][CH:23]3[CH3:24])[cH:13]2)[CH2:6][CH2:7]1.